This data is from the Open Reaction Database (ORD), a public repository of structured organic reaction records. The task is: describe an organic reaction: reactants, conditions, products, and yield The reactants are Fc1nc(NCc2ccccc2Cl)ccc1Br, [Li]C(C)(C)C, [Li]CCCC, CC(C)[Si](C(C)C)(C(C)C)n1cc(C=O)c2cccnc21, [Cl-], [NH4+], C1CCOC1. Product: CC(C)[Si](C(C)C)(C(C)C)n1cc(C(O)c2ccc(NCc3ccccc3Cl)nc2F)c2cccnc21. RXN SMILES: [Br:1][c:2]1[cH:3][cH:4][c:5]([NH:9][CH2:10][c:11]2[c:12]([Cl:17])[cH:13][cH:14][cH:15][cH:16]2)[n:6][c:7]1[F:8].[C:23]([Li:24])([CH3:25])([CH3:26])[CH3:27].[CH2:18]([Li:19])[CH2:20][CH2:21][CH3:22].[CH:28]([CH3:29])([CH3:30])[Si:31]([n:32]1[cH:33][c:34]([CH:41]=[O:42])[c:35]2[c:36]1[n:37][cH:38][cH:39][cH:40]2)([CH:43]([CH3:44])[CH3:45])[CH:46]([CH3:47])[CH3:48].[Cl-:49].[NH4+:50].[O:51]1[CH2:52][CH2:53][CH2:54][CH2:55]1>>[c:2]1([CH:41]([c:34]2[cH:33][n:32]([Si:31]([CH:28]([CH3:29])[CH3:30])([CH:43]([CH3:44])[CH3:45])[CH:46]([CH3:47])[CH3:48])[c:36]3[c:35]2[cH:40][cH:39][cH:38][n:37]3)[OH:42])[cH:3][cH:4][c:5]([NH:9][CH2:10][c:11]2[c:12]([Cl:17])[cH:13][cH:14][cH:15][cH:16]2)[n:6][c:7]1[F:8]. The reactants are FC(S(=O)(=O)O[C@H](C(F)(F)F)C=1C=NC(=CC1)Cl)(F)F ((S)-1-(6-chloropyridin-3-yl)-2,2,2-trifluoroethyl trifluoromethanesulfonate), N(=[N+]=[N-])[C@H]1[C@@H](CNC1)O ((3R,4R)-4-azidopyrrolidin-3-ol). Product: N(=[N+]=[N-])[C@H]1[C@@H](CN(C1)[C@@H](C(F)(F)F)C=1C=NC(=CC1)Cl)O ((3R,4R)-4-azido-1-((R)-1-(6-chloropyridin-3-yl)-2,2,2-trifluoroethyl)pyrrolidin-3-ol). Reaction SMILES: FC(F)(F)S(O[C@@H:7]([C:12]1[CH:13]=[N:14][C:15]([Cl:18])=[CH:16][CH:17]=1)[C:8]([F:11])([F:10])[F:9])(=O)=O.[N:21]([C@@H:24]1[CH2:28][NH:27][CH2:26][C@H:25]1[OH:29])=[N+:22]=[N-:23]>>[N:21]([C@@H:24]1[CH2:28][N:27]([C@H:7]([C:12]2[CH:13]=[N:14][C:15]([Cl:18])=[CH:16][CH:17]=2)[C:8]([F:11])([F:10])[F:9])[CH2:26][C@H:25]1[OH:29])=[N+:22]=[N-:23]. Procedure: Prepared as described in Example 9B using (S)-1-(6-chloropyridin-3-yl)-2,2,2-trifluoroethyl trifluoromethanesulfonate (5.06 g, 14.7 mmol) and (3R,4R)-4-azidopyrrolidin-3-ol (2.08 g, 16.2 mmol) in place of (S)-tert-butyl pyrrolidin-3-ylcarbamate in Step D (2.44 g, 52%). Reactants: CCOC(=O)C(=NOC)c1ccc(OCCOc2ccc3ccccc3c2)s1, CCCCCC, CO, ClCCl, [Na+], C1CCOC1, [OH-]. Product: CON=C(C(=O)O)c1ccc(OCCOc2ccc3ccccc3c2)s1. As a reaction SMILES: [CH2:1]([CH3:2])[O:3][C:4]([C:5]([c:6]1[s:7][c:8]([O:11][CH2:12][CH2:13][O:14][c:15]2[cH:16][c:17]3[cH:18][cH:19][cH:20][cH:21][c:22]3[cH:23][cH:24]2)[cH:9][cH:10]1)=[N:25][O:26][CH3:27])=[O:28].[CH3:31][CH2:32][CH2:33][CH2:34][CH2:35][CH3:36].[CH3:40][OH:41].[Cl:37][CH2:38][Cl:39].[Na+:30].[O:42]1[CH2:43][CH2:44][CH2:45][CH2:46]1.[OH-:29]>>[O:3]=[C:4]([C:5]([c:6]1[s:7][c:8]([O:11][CH2:12][CH2:13][O:14][c:15]2[cH:16][c:17]3[cH:18][cH:19][cH:20][cH:21][c:22]3[cH:23][cH:24]2)[cH:9][cH:10]1)=[N:25][O:26][CH3:27])[OH:28]. The reactants are Cl (HCl), COC1=CC=C(C=C1)P(O)(=O)C1=CC=CC=C1 (p-methoxyphenylphenylphosphinic acid), B(Br)(Br)Br (boron tribromide). Yields the product OC1=CC=C(C=C1)P(O)(=O)C1=CC=CC=C1 (p-hydroxyphenylphenylphosphinic acid). As a reaction SMILES: Cl.C[O:3][C:4]1[CH:9]=[CH:8][C:7]([P:10]([C:13]2[CH:18]=[CH:17][CH:16]=[CH:15][CH:14]=2)(=[O:12])[OH:11])=[CH:6][CH:5]=1.B(Br)(Br)Br>>[OH:3][C:4]1[CH:5]=[CH:6][C:7]([P:10]([C:13]2[CH:18]=[CH:17][CH:16]=[CH:15][CH:14]=2)(=[O:11])[OH:12])=[CH:8][CH:9]=1. Reported procedure: The latter compound is added dropwise to the reaction mixture which is maintained at 175° C. The mixture slowly darkens during this addition which is conducted over a period of about 2 hours. The reaction vessel is then allowed to cool and the reaction mixture purified. A total of 48 grams of ethyl bromide is collected, indicating the formation of about a 100% yield of ethyl p-methoxyphenylphenylphosphinate. The latter is hydrolyzed (by refluxing with concentrated HCl) to p-methoxyphenylphenylph... The reactants are C([O-])([O-])=O.[K+].[K+] (potassium carbonate), N(C1=CC=CC=C1)C1=NC(=NC=C1Br)NC1=CC=C(C=C1)O (4-anilino-5-bromo-2-(4-hydroxyanilino)pyrimidine), Cl.Cl.CN1CCN(CC1)CCCCl (3-(4-methyl-1-piperazinyl)propyl chloride dihydrochloride). The solvent is CS(=O)C (DMSO). Reaction conditions: temperature 100 celsius. The product is N(C1=CC=CC=C1)C1=NC(=NC=C1Br)NC1=CC=C(C=C1)OCCCN1CCN(CC1)C (4-Anilino-5-bromo-2-{4-[3-(4-methylpiperazin-1-yl)propoxy]anilino}pyrimidine). The yield is 16.8%. As a reaction SMILES: C(=O)([O-])[O-].[K+].[K+].[NH:7]([C:14]1[C:19]([Br:20])=[CH:18][N:17]=[C:16]([NH:21][C:22]2[CH:27]=[CH:26][C:25]([OH:28])=[CH:24][CH:23]=2)[N:15]=1)[C:8]1[CH:13]=[CH:12][CH:11]=[CH:10][CH:9]=1.Cl.Cl.[CH3:31][N:32]1[CH2:37][CH2:36][N:35]([CH2:38][CH2:39][CH2:40]Cl)[CH2:34][CH2:33]1>CS(C)=O>[NH:7]([C:14]1[C:19]([Br:20])=[CH:18][N:17]=[C:16]([NH:21][C:22]2[CH:23]=[CH:24][C:25]([O:28][CH2:40][CH2:39][CH2:38][N:35]3[CH2:36][CH2:37][N:32]([CH3:31])[CH2:33][CH2:34]3)=[CH:26][CH:27]=2)[N:15]=1)[C:8]1[CH:13]=[CH:12][CH:11]=[CH:10][CH:9]=1 |f:0.1.2,4.5.6|. Procedure: A mixture of potassium carbonate (180 mg, 1.3 mmol), 4-anilino-5-bromo-2-(4-hydroxyanilino)pyrimidine (Method 4, 150 mg, 0.42 mmol) and 3-(4-methyl-1-piperazinyl)propyl chloride dihydrochloride (120 mg, 0.48 mmol) in DMSO (2 ml) was heated at 100° C. for 12 hours. Silica (1 g) was added and volatile material was removed by evaporation. The residue was loaded onto a Varian Mega Bond Elut column and the column was eluted with 50:50 iso-hexane: DCM (2×20 ml), DCM (2×20 ml), 2% 2M NH3/MeOH/DCM (2×20... The reactants are C(=O)(OC(C)(C)C)C=1N=C(SC1)N (Boc-2-aminothiazole), C1(=CC=CC=C1)P(C1=CC=CC=C1)C1=CC=CC=C1 (triphenylphosphine), CC(C)O (IPA), C1CCOC1 (THF), CCOC(=O)/N=N/C(=O)OCC (DEAD). Run at time 2 hour. The product is C(C)(C)N(C(OC(C)(C)C)=O)C=1SC=CN1 (tert-butyl isopropyl(thiazol-2-yl)carbamate). The yield is 90.0%. RXN SMILES: C([C:8]1[N:9]=[C:10]([NH2:13])[S:11][CH:12]=1)(OC(C)(C)C)=O.C1(P([C:27]2[CH:32]=[CH:31]C=CC=2)C2C=CC=CC=2)C=CC=CC=1.[CH3:33][CH:34](O)[CH3:35].CC[O:39][C:40](/N=N/C(OCC)=O)=[O:41].[CH2:49]1COCC1>>[CH:34]([N:13]([C:10]1[S:11][CH:12]=[CH:8][N:9]=1)[C:40](=[O:39])[O:41][C:32]([CH3:31])([CH3:27])[CH3:49])([CH3:35])[CH3:33]. Procedure: To a solution of Boc-2-aminothiazole (400 mg, 2 mmol) in THF (8 mL) at 0° C. was added triphenylphosphine (655 mg, 2.5 mmol) and IPA (0.19 mL, 2.5 mmol). DEAD (0.39 mL<2.5 mmol) was added and the reaction was allowed to warm to room temperature. The reaction was stirred for 2 h then stored at −20° C. overnight. The reaction was then concentrated to an oil and purified directly on silica gel (2.5% EtOAc/heptane) to give tert-butyl isopropyl(thiazol-2-yl)carbamate (432 mg, 90% yield). The reactants are N (ammonia), CC1(CC(CCC1)SCC1=CC=C(C#N)C=C1)C (4-[(3,3-dimethylcyclohexyl)thiomethyl]-benzonitrile). The reagents and catalysts are [Ni] (Raney Nickel). Solvent: C(C)O (ethanol), C(C)O (ethanol). Product: CC1(CC(CCC1)SCC1=CC=C(CN)C=C1)C (4-[(3,3-Dimethylcyclohexyl)thiomethyl]-benzylamine). The yield is 98.6%. As a reaction SMILES: [CH3:1][C:2]1([CH3:18])[CH2:7][CH2:6][CH2:5][CH:4]([S:8][CH2:9][C:10]2[CH:17]=[CH:16][C:13]([C:14]#[N:15])=[CH:12][CH:11]=2)[CH2:3]1.N>[Ni].C(O)C>[CH3:1][C:2]1([CH3:18])[CH2:7][CH2:6][CH2:5][CH:4]([S:8][CH2:9][C:10]2[CH:17]=[CH:16][C:13]([CH2:14][NH2:15])=[CH:12][CH:11]=2)[CH2:3]1. Procedure: To a slurry of Raney Nickel (0.25 g, 50% in water) in ethanol (40 mL) add a solution of 4-[(3,3-dimethylcyclohexyl)thiomethyl]-benzonitrile (0.4 g, 1.54 mmol) in ethanol (5 mL) followed by aqueous ammonia (0.88 M, 2.5 mL) and hydrogenate the mixture in a Parr shaker at 60 psi for 3 h. Filter the mixture through Celite® washing the filter cake with ethanol. Remove the solvent in vacuo to obtain the title compound as an oil (0.4 g, 100%).